This data is from the Open Reaction Database (ORD), a public repository of structured organic reaction records. The task is: describe an organic reaction: reactants, conditions, products, and yield Starting materials: 5A, C1(CC1)C(C(C(=O)OC)C1=CC=CC=C1)=O (methyl 3-cyclopropyl-3-oxo-2-phenylpropanoate), C=NC(C(=O)OCC)(C)C (ethyl 2-(N-methyleneamino)-2-methylpropanoate). The solvent is C=1(C(=CC=CC1)C)C (xylene). The product is C1(CC1)C1=C(C(N(CO1)C(C(=O)OCC)(C)C)=O)C1=CC=CC=C1 (ethyl 2-(6-cyclopropyl-2,3-dihydro-4-oxo-5-phenyl-4H-1,3-oxazin-3-yl)-2-methylpropanoate). Reaction SMILES: [CH:1]1([C:4](=[O:16])[CH:5]([C:10]2[CH:15]=[CH:14][CH:13]=[CH:12][CH:11]=2)[C:6]([O:8]C)=O)[CH2:3][CH2:2]1.[CH2:17]=[N:18][C:19]([CH3:26])([CH3:25])[C:20]([O:22][CH2:23][CH3:24])=[O:21]>C1(C)C(C)=CC=CC=1>[CH:1]1([C:4]2[O:16][CH2:17][N:18]([C:19]([CH3:26])([CH3:25])[C:20]([O:22][CH2:23][CH3:24])=[O:21])[C:6](=[O:8])[C:5]=2[C:10]2[CH:15]=[CH:14][CH:13]=[CH:12][CH:11]=2)[CH2:2][CH2:3]1. Reported procedure: A mixture of methyl 3-cyclopropyl-3-oxo-2-phenylpropanoate (6.54 g) and ethyl 2-(N-methyleneamino)-2-methylpropanoate was heated under reflux in xylene in the presence of 5A molecular sieve (33 g) for 7 hours. The mixture was evaporated and purified by chromatography on silica gel, eluting with hexane/ethyl acetate (7:3) to give ethyl 2-(6-cyclopropyl-2,3-dihydro-4-oxo-5-phenyl-4H-1,3-oxazin-3-yl)-2-methylpropanoate (7.56 g), as an oil, NMR (CDCl3)δ 0.7-0.78(m,2H), 0.95-1.01(m,2H), 1.22(t,3H), 1...